Dataset: the Open Reaction Database (ORD), a public repository of structured organic reaction records. Task: describe an organic reaction: reactants, conditions, products, and yield The reactants are C([O-])([O-])=O (carbonate), C(=O)=O (carbon dioxide), C(=O)=O (carbon dioxide), C(=O)=O (carbon dioxide), C(=O)=O (carbon dioxide), C(=O)=O (carbon dioxide), C(=O)=O (carbon dioxide), C([O-])([O-])=O (carbonate). The product is C(=O)=O (carbon dioxide), C([O-])(O)=O (bicarbonate), C([O-])([O-])=O (carbonate). Reaction SMILES: [C:1](=[O:3])=[O:2].[C:4](=[O:7])([O-:6])[O-:5]>>[C:1](=[O:3])=[O:2].[C:4](=[O:5])([OH:7])[O-:6].[C:1](=[O:5])([O-:3])[O-:2]. Procedure: In another aspect, the present invention provides a process for reducing the amount of carbon dioxide in a carbon dioxide-containing gas stream. The process includes introducing the carbon dioxide-containing gas stream and a carbonate-containing solution into a chamber; contacting the carbon dioxide-containing gas stream and the carbonate-containing solution in the chamber such that at least a portion of carbon dioxide from the carbon dioxide-containing gas stream is absorbed in the carbonate-co... Reactants: ClC1=NC(=NC(=N1)N1CCOCC1)N1CCOCC1 (4,4′-(6-chloro-1,3,5-triazine-2,4-diyl)dimorpholine), C(#N)C1=CC=C(C=C1)B1OC(C)(C)C(C)(C)O1 (4-cyanophenylboronic acid pinacol ester). The solvent is CCCCCC.C(C)(=O)OCC (hexane ethyl acetate). The product is O1CCN(CC1)C1=NC(=NC(=N1)N1CCOCC1)C1=CC=C(C#N)C=C1 (4-(4,6-dimorpholino-1,3,5-triazin-2-yl)benzonitrile). Isolated yield 40.0%. Reaction SMILES: Cl[C:2]1[N:7]=[C:6]([N:8]2[CH2:13][CH2:12][O:11][CH2:10][CH2:9]2)[N:5]=[C:4]([N:14]2[CH2:19][CH2:18][O:17][CH2:16][CH2:15]2)[N:3]=1.[C:20]([C:22]1[CH:27]=[CH:26][C:25](B2OC(C)(C)C(C)(C)O2)=[CH:24][CH:23]=1)#[N:21]>CCCCCC.C(OCC)(=O)C>[O:17]1[CH2:18][CH2:19][N:14]([C:4]2[N:5]=[C:6]([N:8]3[CH2:13][CH2:12][O:11][CH2:10][CH2:9]3)[N:7]=[C:2]([C:25]3[CH:26]=[CH:27][C:22]([C:20]#[N:21])=[CH:23][CH:24]=3)[N:3]=2)[CH2:15][CH2:16]1 |f:2.3|. Reported procedure: Following the general procedure A, 4,4′-(6-chloro-1,3,5-triazine-2,4-diyl)dimorpholine was coupled with 4-cyanophenylboronic acid pinacol ester with reaction time of 15 h. Chromatography (hexane/ethyl acetate 1:1) gave the 40% of the title compound as a colorless solid. Starting materials: C(C1=CC=CC=C1)OC=1C(=NC=CC1)Br (3-Benzyloxy-2-bromopyridine), OC=1C=C(C(=O)OCC)C=CC1 (ethyl 3-hydroxybenzoate), Cl (hydrochloric acid), C([O-])([O-])=O.[K+].[K+] (potassium carbonate), cuprous bromide, C(O)([O-])=O.[Na+] (sodium hydrogen carbonate). Run in CN(C)C=O (DMF). Conditions: temperature 140 celsius. Product: C(C1=CC=CC=C1)OC=1C(=NC=CC1)OC1=CC(=CC=C1)C(=O)OCC (3-benzyloxy-2-(3-ethoxycarbonylphenoxy)pyridine). Reaction SMILES: [CH2:1]([O:8][C:9]1[C:10](Br)=[N:11][CH:12]=[CH:13][CH:14]=1)[C:2]1[CH:7]=[CH:6][CH:5]=[CH:4][CH:3]=1.[OH:16][C:17]1[CH:18]=[C:19]([CH:25]=[CH:26][CH:27]=1)[C:20]([O:22][CH2:23][CH3:24])=[O:21].C(=O)([O-])[O-].[K+].[K+].Cl.C(=O)([O-])O.[Na+]>CN(C=O)C>[CH2:1]([O:8][C:9]1[C:10]([O:16][C:17]2[CH:27]=[CH:26][CH:25]=[C:19]([C:20]([O:22][CH2:23][CH3:24])=[O:21])[CH:18]=2)=[N:11][CH:12]=[CH:13][CH:14]=1)[C:2]1[CH:7]=[CH:6][CH:5]=[CH:4][CH:3]=1 |f:2.3.4,6.7|. Reported procedure: 3-Benzyloxy-2-bromopyridine (8 g, 30 mmol) and ethyl 3-hydroxybenzoate (13.3 g, 80 mmol) are dissolved in DMF (50 ml), and thereto are added potassium carbonate (28 g, 0.2 mol) and cuprous bromide (11.5 g, 80 mmol). The mixture is heated under reflux at 140° C. for one hour. After being allowed to cool, the reaction solution is acidified with a 15% aqueous hydrochloric acid solution (50 ml), and then neutralized with a saturated aqueous sodium hydrogen carbonate solution, and extracted with ethy... Reactants: C(C)(=O)O[C@H]1[C@H](OC(C2=CC=CC=C2)=O)[C@H](OC(C2=CC=CC=C2)=O)[C@H](O1)COC(C1=CC=CC=C1)=O (1-O-acetyl-2,3,5-tri-O-benzoyl-β-D-ribofuranose), solution, ClCCl (dichloromethane), ClCCl (dichloromethane). Reagents/catalysts: [Ti](Cl)(Cl)(Cl)Cl (titanium tetrachloride). Yields the product C(C1=CC=CC=C1)(=O)O[C@H]1C(O[C@@H]([C@H]1OC(C1=CC=CC=C1)=O)COC(C1=CC=CC=C1)=O)Cl (2,3,5-Tri-O-Benzoyl-α,β-D-Ribofuranosyl Chloride). Reaction SMILES: C(O[C@@H:5]1[O:27][C@H:26]([CH2:28][O:29][C:30](=[O:37])[C:31]2[CH:36]=[CH:35][CH:34]=[CH:33][CH:32]=2)[C@@H:16]([O:17][C:18](=[O:25])[C:19]2[CH:24]=[CH:23][CH:22]=[CH:21][CH:20]=2)[C@H:6]1[O:7][C:8](=[O:15])[C:9]1[CH:14]=[CH:13][CH:12]=[CH:11][CH:10]=1)(=O)C.[Cl:38]CCl>[Ti](Cl)(Cl)(Cl)Cl>[C:8]([O:7][C@@H:6]1[C@H:16]([O:17][C:18](=[O:25])[C:19]2[CH:20]=[CH:21][CH:22]=[CH:23][CH:24]=2)[C@@H:26]([CH2:28][O:29][C:30](=[O:37])[C:31]2[CH:36]=[CH:35][CH:34]=[CH:33][CH:32]=2)[O:27][CH:5]1[Cl:38])(=[O:15])[C:9]1[CH:14]=[CH:13][CH:12]=[CH:11][CH:10]=1. Reported procedure: To a solution of 1-O-acetyl-2,3,5-tri-O-benzoyl-β-D-ribofuranose (3.02 g, 5.98 mmol) in dry dichloromethane (100 ml) was added via cannula a dichloromethane solution of titanium tetrachloride (1.13 g, 5.98 mmol, 5.98 ml of a 1M solution). The solution was stirred at room temperature for 1. 5 hours under argon, then washed with water (3×100 ml), dried over anhydrous magnesium sulfate and evaporated in vacuo to give the title compounds as a colourless oil (2.9 g, 1 00%). 1H nmr indicated it to be ... Starting materials: O[C@H](COC1=NC(=NC2=CC=CC=C12)N1CCNCC1)[C@@H](CO)O (4-[(2R,3R)-(2,3,4-Trihydroxybutan-1-yl)oxy]-2-(1-piperazinyl)quinazoline), Cl.CO (HCl methanol). The solvent is CO (methanol). Product: Cl.O[C@H](COC1=NC(=NC2=CC=CC=C12)N1CCNCC1)[C@@H](CO)O (4-[(2R,3R)-(2,3,4-trihydroxybutan-1-yl)oxy]-2-(1-piperazinyl)quinazoline monohydrochloride). RXN SMILES: [OH:1][C@@H:2]([C@H:21]([OH:24])[CH2:22][OH:23])[CH2:3][O:4][C:5]1[C:14]2[C:9](=[CH:10][CH:11]=[CH:12][CH:13]=2)[N:8]=[C:7]([N:15]2[CH2:20][CH2:19][NH:18][CH2:17][CH2:16]2)[N:6]=1.[ClH:25].CO>CO>[ClH:25].[OH:1][C@@H:2]([C@H:21]([OH:24])[CH2:22][OH:23])[CH2:3][O:4][C:5]1[C:14]2[C:9](=[CH:10][CH:11]=[CH:12][CH:13]=2)[N:8]=[C:7]([N:15]2[CH2:20][CH2:19][NH:18][CH2:17][CH2:16]2)[N:6]=1 |f:1.2,4.5|. Reported procedure: 4-[(2R,3R)-(2,3,4-Trihydroxybutan-1-yl)oxy]-2-(1-piperazinyl)quinazoline (cf Example 64) (0.5 g) is dissolved in methanol (40 ml), and thereto is added 2N HCl-methanol (0.82 ml), and the mixture is evaporated to dryness under reduced pressure. The resulting residue is recrystallized from ethanol to give 4-[(2R,3R)-(2,3,4-trihydroxybutan-1-yl)oxy]-2-(1-piperazinyl)quinazoline monohydrochloride (0.14 g). The reactants are CCOC(=O)CN(c1ccc([N+](=O)[O-])cc1)S(C)(=O)=O, CCO, Cl, [Na+], [OH-]. Yields the product CS(=O)(=O)N(CC(=O)O)c1ccc([N+](=O)[O-])cc1. RXN SMILES: [CH2:1]([CH3:2])[O:3][C:4](=[O:5])[CH2:6][N:7]([S:8](=[O:9])(=[O:10])[CH3:11])[c:12]1[cH:13][cH:14][c:15]([N+:18](=[O:19])[O-:20])[cH:16][cH:17]1.[CH3:24][CH2:25][OH:26].[ClH:23].[Na+:22].[OH-:21]>>[O:3]=[C:4]([OH:5])[CH2:6][N:7]([S:8](=[O:9])(=[O:10])[CH3:11])[c:12]1[cH:13][cH:14][c:15]([N+:18](=[O:19])[O-:20])[cH:16][cH:17]1. Reactants: ClC1=CC=C(C=C1)N1N=CC(=C(C1=O)Cl)Cl (2-(4-chlorophenyl)-4,5-dichloro-3(2H)-pyridazinone), CC1=CC=C(S1)CO (5-methyl-2-thiophene methanol), [OH-].[K+] (potassium hydroxide). The solvent is CN(C=O)C (N,N-dimethylformamide). Product: ClC=1C(N(N=CC1OOCC=1SC(=CC1)C)C1=CC=C(C=C1)Cl)=O (4-chloro-2-(4-chlorophenyl)-5-{(5-methyl-2-thienyl)-methoxyloxy}-3(2H)-pyridazinone). Isolated yield 73.2%. As a reaction SMILES: [Cl:1][C:2]1[CH:7]=[CH:6][C:5]([N:8]2[C:13](=[O:14])[C:12]([Cl:15])=[C:11](Cl)[CH:10]=[N:9]2)=[CH:4][CH:3]=1.[CH3:17][C:18]1[S:22][C:21]([CH2:23][OH:24])=[CH:20][CH:19]=1.[OH-:25].[K+]>CN(C)C=O>[Cl:15][C:12]1[C:13](=[O:14])[N:8]([C:5]2[CH:6]=[CH:7][C:2]([Cl:1])=[CH:3][CH:4]=2)[N:9]=[CH:10][C:11]=1[O:25][O:24][CH2:23][C:21]1[S:22][C:18]([CH3:17])=[CH:19][CH:20]=1 |f:2.3|. Procedure details: The procedures in Synthesis Example 11 were repeated by using 2.0 g (7.3 m mol) of 2-(4-chlorophenyl)-4,5-dichloro-3(2H)-pyridazinone, 1.0 g (7.8 m mol) of 5-methyl-2-thiophene methanol, 0.4 g of potassium hydroxide and 80 ml of N,N-dimethylformamide to give 2.0 g of the intended product. Yield: 84.0%. Procedure: A solution of 1-(2-methoxyphenyl)-2-methylpropene (9a) (3.37 g, 20.8 mmol) and 10% Pd/C (300 mg) in 100 ml of anhydrous EtOH at rt was hydrogenated at 60 psi until complete conversion was determined by GC/MS (9 h). The reaction mixture was filtered through celite and concentrated in vacuo to yield 2.87 g of a clear oil (84%): 1H NMR (500 MHz, CDCl3) δ 0.90 (d, J=6.6 Hz, 6H), 1.92 (m, 1H), 2.49 (d, J=7.1 Hz, 2H), 3.82 (s, 3H), 6.88 (m, 2H), 7.10 (d, J=8.9 Hz, 1H), 7.18 (t, J=8.0 Hz, 1H); 13C NMR ... The solvent is CCO (EtOH). The product is C(C(C)C)C1=C(C=CC=C1)OC (2-isobutylanisole). The reagents and catalysts are [Pd] (Pd/C). RXN SMILES: [CH3:1][O:2][C:3]1[CH:8]=[CH:7][CH:6]=[CH:5][C:4]=1[CH:9]=[C:10]([CH3:12])[CH3:11]>CCO.[Pd]>[CH2:9]([C:4]1[CH:5]=[CH:6][CH:7]=[CH:8][C:3]=1[O:2][CH3:1])[CH:10]([CH3:12])[CH3:11]. The reactants are COC1=C(C=CC=C1)C=C(C)C (1-(2-methoxyphenyl)-2-methylpropene). Reported procedure: To a solution of tert-butyl [2-({(1R)-3-methyl-1-[(3aS,4S,6S,7aR)-3a,5,5-trimethylhexahydro-4,6-methano-1,3,2-benzodioxaborol-2-yl]butyl}amino)-2-oxoethyl]carbamate (2.5 g, 5.9 mmol) in DCM (15 mL) was added 4M HCl in dioxane (5.9 mL The reaction mixture was allowed to stir for 2 h and concentrated to give 2-amino-N-{(1R)-3-methyl-1-[(3aS,4S,6S,7aR)-3a,5,5-trimethylhexahydro-4,6-methano-1,3,2-benzodioxaborol-2-yl]butyl}acetamide which was used in the next step without purification. Starting materials: CC(C[C@@H](B1O[C@@]2([C@H](O1)C[C@H]1C([C@@H]2C1)(C)C)C)NC(CNC(OC(C)(C)C)=O)=O)C (tert-butyl [2-({(1R)-3-methyl-1-[(3aS,4S,6S,7aR)-3a,5,5-trimethylhexahydro-4,6-methano-1,3,2-benzodioxaborol-2-yl]butyl}amino)-2-oxoethyl]carbamate), Cl (HCl), reaction mixture. Run at time 2 hour. Solvent: C(Cl)Cl (DCM), O1CCOCC1 (dioxane). Product: NCC(=O)N[C@@H](CC(C)C)B1O[C@@]2([C@H](O1)C[C@H]1C([C@@H]2C1)(C)C)C (2-amino-N-{(1R)-3-methyl-1-[(3aS,4S,6S,7aR)-3a,5,5-trimethylhexahydro-4,6-methano-1,3,2-benzodioxaborol-2-yl]butyl}acetamide). Reaction SMILES: [CH3:1][CH:2]([CH3:30])[CH2:3][C@H:4]([NH:18][C:19](=[O:29])[CH2:20][NH:21]C(=O)OC(C)(C)C)[B:5]1[O:9][C@@H:8]2[CH2:10][C@@H:11]3[CH2:14][C@H:13]([C@:7]2([CH3:17])[O:6]1)[C:12]3([CH3:16])[CH3:15].Cl>C(Cl)Cl.O1CCOCC1>[NH2:21][CH2:20][C:19]([NH:18][C@H:4]([B:5]1[O:9][C@@H:8]2[CH2:10][C@@H:11]3[CH2:14][C@H:13]([C@:7]2([CH3:17])[O:6]1)[C:12]3([CH3:15])[CH3:16])[CH2:3][CH:2]([CH3:30])[CH3:1])=[O:29].